From a dataset of the Open Reaction Database (ORD), a public repository of structured organic reaction records. describe an organic reaction: reactants, conditions, products, and yield Reactants: C(O)([O-])=O.[Na+] (sodium hydrogen carbonate), O.O.[Sn](Cl)Cl (tin dichloride dihydrate), COC=1C=C(C=C(C1OC)[N+](=O)[O-])C(C)=O (3',4'-dimethoxy-5'-nitroacetophenone), C(Cl)Cl (methylene chloride), ice. The solvent is C(C)O (ethanol). Run at time 30 minute. Product: NC=1C(=C(C=C(C1)C(C)=O)OC)OC (5'-amino-3',4'-dimethoxyacetophenone). RXN SMILES: O.O.[Sn](Cl)Cl.[CH3:6][O:7][C:8]1[CH:9]=[C:10]([C:19](=[O:21])[CH3:20])[CH:11]=[C:12]([N+:16]([O-])=O)[C:13]=1[O:14][CH3:15].C(=O)([O-])O.[Na+].C(Cl)Cl>C(O)C>[NH2:16][C:12]1[C:13]([O:14][CH3:15])=[C:8]([O:7][CH3:6])[CH:9]=[C:10]([C:19](=[O:21])[CH3:20])[CH:11]=1 |f:0.1.2,4.5|. Procedure details: 11.3 g of tin dichloride dihydrate are added to 2.25 g of 3',4'-dimethoxy-5'-nitroacetophenone dissolved in 50 ml of ethanol, whereupon the mixture is stirred at 75° for 30 minutes. Thereupon, the reaction mixture is poured on to 100 g of ice, neutralized with about 300 ml of saturated sodium hydrogen carbonate solution and treated with 150 ml of methylene chloride. The mixture is filtered and the methylene chloride phase is separated. This is dried over sodium sulfate and evaporated, and the re... Starting materials: BrC=1C=C(C(=O)OC)C=C(C1)NC1CCCC1 (methyl 3-bromo-5-(cyclopentylamino)benzoate), C([O-])([O-])=O.[Cs+].[Cs+] (cesium carbonate), C(C)I (ethyl iodide). Run in CN(C)C=O (DMF). Reaction conditions: temperature 80 celsius. Product: BrC=1C=C(C(=C(C(=O)OC)C1)C)N(CC)C1CCCC1 (methyl 5-bromo-3-(cyclopentyl(ethyl)amino)-2-methylbenzoate). Isolated yield 45.9%. As a reaction SMILES: [Br:1][C:2]1[CH:3]=[C:4]([CH:9]=[C:10]([NH:12][CH:13]2[CH2:17][CH2:16][CH2:15][CH2:14]2)[CH:11]=1)[C:5]([O:7][CH3:8])=[O:6].[C:18](=O)([O-])[O-].[Cs+].[Cs+].[CH2:24](I)[CH3:25]>CN(C=O)C>[Br:1][C:2]1[CH:11]=[C:10]([N:12]([CH:13]2[CH2:17][CH2:16][CH2:15][CH2:14]2)[CH2:24][CH3:25])[C:9]([CH3:18])=[C:4]([CH:3]=1)[C:5]([O:7][CH3:8])=[O:6] |f:1.2.3|. Procedure: To a stirred solution of methyl 3-bromo-5-(cyclopentylamino)benzoate (0.3 g, 0.96 mmol) in DMF (5 mL), cesium carbonate (0.628 g, 1.92 mmol) and ethyl iodide (0.748 g, 4.8 mmol) were added; resulting reaction mass was heated at 80° C. for 24 h. On completion, reaction mass was cooled to room temperature and filtered, residue was washed with ethyl acetate and filtrate was concentrated and then purified by column chromatography to afford desired compound (0.150 g, 46%).